describe an organic reaction: reactants, conditions, products, and yield From a dataset of the Open Reaction Database (ORD), a public repository of structured organic reaction records. Reactants: [NH-]C1=C(C(C(=O)O)=CC=C1)C(=O)O (amidylphthalic acid), C(C)(=O)[O-].[Na+] (sodium acetate), C(C)(=O)OC(C)=O (acetic anhydride). Reaction conditions: temperature 80 celsius. The product is bicyclo[1.2.2]hept-5-ene-2,3-dicarboxylic acid, C1(C=2C(C(=O)O1)=CC=CC2)=O (phthalic anhydride). As a reaction SMILES: [NH-][C:2]1[CH:10]=[CH:9][CH:8]=[C:4]([C:5]([OH:7])=O)[C:3]=1[C:11]([OH:13])=[O:12].C([O-])(=O)C.[Na+].C(OC(=O)C)(=O)C>>[C:5]1(=[O:7])[O:13][C:11](=[O:12])[C:3]2=[CH:2][CH:10]=[CH:9][CH:8]=[C:4]12 |f:1.2|. Procedure: 13.8 g (0.04 mol) of this amidylphthalic acid are mixed with 1.4 g of anhydrous sodium acetate and 25 ml of acetic anhydride and the mixture is heated to 80° C. for 30 minutes, whilst stirring. The resulting reaction solution is evaporated to dryness, the residue is extracted with 60 ml of hot benzene and the benzene solution is filtered using animal charcoal. After evaporating the benzene, the residue is dried for 24 hours at 60° C./0.05 mm Hg. 9.95 g (80% theory) of crystalline 3-(bicyclo[1.2.... The reactants are CC(c1ccc(Br)cc1)N1CCC(CC(C)(C)O)(c2ccccc2)OC1=O, CN(C)C=O, CO, CC#N. The product is COC(=O)c1ccc(C(C)N2CCC(CC(C)(C)O)(c3ccccc3)OC2=O)cc1. Reaction SMILES: [Br:1][c:2]1[cH:3][cH:4][c:5]([CH:8]([CH3:9])[N:10]2[C:11](=[O:27])[O:12][C:13]([c:16]3[cH:17][cH:18][cH:19][cH:20][cH:21]3)([CH2:22][C:23]([CH3:24])([CH3:25])[OH:26])[CH2:14][CH2:15]2)[cH:6][cH:7]1.[CH3:28][N:29]([CH:30]=[O:31])[CH3:32].[CH3:33][OH:34].[CH3:35][C:36]#[N:37]>>[c:2]1([C:30](=[O:31])[O:34][CH3:33])[cH:3][cH:4][c:5]([CH:8]([CH3:9])[N:10]2[C:11](=[O:27])[O:12][C:13]([c:16]3[cH:17][cH:18][cH:19][cH:20][cH:21]3)([CH2:22][C:23]([CH3:24])([CH3:25])[OH:26])[CH2:14][CH2:15]2)[cH:6][cH:7]1. Starting materials: Cl.NO (Hydroxylamine hydrochloride), N1=CC=CC=C1 (pyridine), C(CCCCCCCCCCCCCCC)C1C(=O)OC(C1)=O (n-Hexadecyl succinic anhydride). The solvent is C(C)#N (acetonitrile). Product: ONC(CC(C(=O)O)CCCCCCCCCCCCCCC)=O (2-[2-(hydroxyamino)-2-oxoethyl]heptadecanoic acid). As a reaction SMILES: Cl.[NH2:2][OH:3].N1C=CC=CC=1.[CH2:10]([CH:26]1[CH2:31][C:30](=[O:32])[O:29][C:27]1=[O:28])[CH2:11][CH2:12][CH2:13][CH2:14][CH2:15][CH2:16][CH2:17][CH2:18][CH2:19][CH2:20][CH2:21][CH2:22][CH2:23][CH2:24]C>C(#N)C>[OH:3][NH:2][C:30](=[O:32])[CH2:31][CH:26]([CH2:10][CH2:11][CH2:12][CH2:13][CH2:14][CH2:15][CH2:16][CH2:17][CH2:18][CH2:19][CH2:20][CH2:21][CH2:22][CH2:23][CH3:24])[C:27]([OH:29])=[O:28] |f:0.1|. Reported procedure: HA-4 (2-[2-(hydroxyamino)-2-oxoethl]heptadecanoic acid) was prepared as follows. Hydroxylamine hydrochloride (18.07 g, 0.26 moles) was dissolved in pyridine (18.49 g, 0.26 moles) by stirring the mixture for one-half hour at 26° C. n-Hexadecyl succinic anhydride (88.14 g, 0.27 moles, available from Tokyo Kasei Kogyo Co. Ltd., Tokyo, Japan) was added to the solution followed by the addition of acetonitrile (about 50 ml). The resulting mixture was refluxed for two hours, cooled, and the solvent rem...